This data is from the Open Reaction Database (ORD), a public repository of structured organic reaction records. The task is: describe an organic reaction: reactants, conditions, products, and yield Starting materials: FC=1C=C(C=CC1C#N)C1=CC=C(C=C1)OC (3-fluoro-4′-methoxy-1,1′-biphenyl-4-carbonitrile), B(Br)(Br)Br (BBr3). Product: FC=1C=C(C=CC1C#N)C1=CC=C(C=C1)O (3-fluoro-4′-hydroxy-1,1′-biphenyl-4-carbonitrile). Isolated yield 95.0%. As a reaction SMILES: [F:1][C:2]1[CH:3]=[C:4]([C:10]2[CH:15]=[CH:14][C:13]([O:16]C)=[CH:12][CH:11]=2)[CH:5]=[CH:6][C:7]=1[C:8]#[N:9].B(Br)(Br)Br>>[F:1][C:2]1[CH:3]=[C:4]([C:10]2[CH:15]=[CH:14][C:13]([OH:16])=[CH:12][CH:11]=2)[CH:5]=[CH:6][C:7]=1[C:8]#[N:9]. Reported procedure: The product from Example 166A and 1.0M BBr3 were processed as described in Example 164B to provide the title compound (95% yield). 1HNMR (300 MHz, CDCl3) δ4.95 (s, 3H), 6.80-7-55 (m, 7H); MS (DCI) m/z 214 (M+H)+. Starting materials: BrC1=CC(=C(C(=O)Cl)C=C1)[N+](=O)[O-] (4-bromo-2-nitrobenzoyl chloride), [Cl-].[Mg+2].[Cl-] (magnesium chloride), O=C(CC(=O)OC(C)(C)C)C (tert-butyl 3-oxobutanoate), Cl (hydrochloric acid). The solvent is N1=CC=CC=C1 (pyridine), O1CCCC1 (tetrahydrofuran), C(C)(=O)OCC (ethyl acetate), O (water), O1CCCC1 (tetrahydrofuran). Run at temperature -8 celsius, time 30 minute. Product: BrC1=CC(=C(C(=O)C(C(=O)OC(C)(C)C)C(C)=O)C=C1)[N+](=O)[O-] (tert-butyl 2-(4-bromo-2-nitrobenzoyl)-3 -oxobutanoate). Yield: 64.0%. As a reaction SMILES: [Cl-].[Mg+2].[Cl-].[O:4]=[C:5]([CH3:14])[CH2:6][C:7]([O:9][C:10]([CH3:13])([CH3:12])[CH3:11])=[O:8].[Br:15][C:16]1[CH:24]=[CH:23][C:19]([C:20](Cl)=[O:21])=[C:18]([N+:25]([O-:27])=[O:26])[CH:17]=1.Cl>O1CCCC1.C(OCC)(=O)C.O.N1C=CC=CC=1>[Br:15][C:16]1[CH:24]=[CH:23][C:19]([C:20]([CH:6]([C:5](=[O:4])[CH3:14])[C:7]([O:9][C:10]([CH3:11])([CH3:13])[CH3:12])=[O:8])=[O:21])=[C:18]([N+:25]([O-:27])=[O:26])[CH:17]=1 |f:0.1.2|. Procedure details: Under a nitrogen atmosphere, to a suspension of 2.28 g of magnesium chloride in 50 mL of tetrahydrofuran was added 3.80 g of tert-butyl 3-oxobutanoate at room temperature. The mixture was cooled to −8° C., and 3.9 mL of pyridine was added thereto, followed by stirring at the same temperature for 30 minutes, warming to room temperature, and further stirring for 30 minutes. The mixture was cooled to −8° C., and a solution of 5.3 g of 4-bromo-2-nitrobenzoyl chloride in 20 mL of tetrahydrofuran was ... The reactants are CC1CN(c2ccc(C#N)c(C(F)(F)F)c2)C(C)CN1C(=O)Nc1ccnc(NC(=O)OC(C)(C)C)n1, CC(Cl)Cl, O=C(O)C(F)(F)F. Yields the product CC1CN(c2ccc(C#N)c(C(F)(F)F)c2)C(C)CN1C(=O)Nc1ccnc(N)n1. Reaction SMILES: [C:8](#[N:9])[c:10]1[c:11]([C:41]([F:42])([F:43])[F:44])[cH:12][c:13]([N:16]2[CH2:17][CH:18]([CH3:40])[N:19]([C:23](=[O:24])[NH:25][c:26]3[n:27][c:28]([NH:32][C:33]([O:34][C:35]([CH3:36])([CH3:37])[CH3:38])=[O:39])[n:29][cH:30][cH:31]3)[CH2:20][CH:21]2[CH3:22])[cH:14][cH:15]1.[Cl:45][CH:46]([Cl:47])[CH3:48].[OH:1][C:2]([C:3]([F:4])([F:5])[F:6])=[O:7]>>[C:8](#[N:9])[c:10]1[c:11]([C:41]([F:42])([F:43])[F:44])[cH:12][c:13]([N:16]2[CH2:17][CH:18]([CH3:40])[N:19]([C:23](=[O:24])[NH:25][c:26]3[n:27][c:28]([NH2:32])[n:29][cH:30][cH:31]3)[CH2:20][CH:21]2[CH3:22])[cH:14][cH:15]1. Reactants: C(CCC)C=1OC2=C(C1S(=O)(=O)C1=CC=C(C=C1)OCC1CO1)C=CC=C2 (2-n-Butyl-3-[4-(2,3-epoxypropoxy)phenylsulfonyl]benzofuran), C(C)(C)N (isopropylamine). Solvent: C(Cl)(Cl)Cl (chloroform). Product: C(CCC)C=1OC2=C(C1S(=O)(=O)C1=CC=C(C=C1)OCC(CNC(C)C)O)C=CC=C2 (2-n-Butyl-3-[4-(2-hydroxy-3-isopropylaminopropoxy)phenylsulfonyl]benzofuran). RXN SMILES: [CH2:1]([C:5]1[O:6][C:7]2[CH:27]=[CH:26][CH:25]=[CH:24][C:8]=2[C:9]=1[S:10]([C:13]1[CH:18]=[CH:17][C:16]([O:19][CH2:20][CH:21]2[O:23][CH2:22]2)=[CH:15][CH:14]=1)(=[O:12])=[O:11])[CH2:2][CH2:3][CH3:4].[CH:28]([NH2:31])([CH3:30])[CH3:29]>C(Cl)(Cl)Cl>[CH2:1]([C:5]1[O:6][C:7]2[CH:27]=[CH:26][CH:25]=[CH:24][C:8]=2[C:9]=1[S:10]([C:13]1[CH:14]=[CH:15][C:16]([O:19][CH2:20][CH:21]([OH:23])[CH2:22][NH:31][CH:28]([CH3:30])[CH3:29])=[CH:17][CH:18]=1)(=[O:11])=[O:12])[CH2:2][CH2:3][CH3:4]. Procedure: 2-n-Butyl-3-[4-(2,3-epoxypropoxy)phenylsulfonyl]benzofuran (1.9 g.) was dissolved in 30 ml. of freshly distilled isopropylamine and the solution was heated at 100° for 2 hours. After cooling, the solvent was evaporated to give a residue which was dissolved in chloroform. Evaporation of the solvent gave the title compound. Starting materials: C1CCOC1, CO, CN, CC#N, O=C(O)c1cc(Cc2c[nH]c(=O)c3cc(Cl)c(Cl)n23)ccc1F, ClCCl, O=C(O)C(F)(F)F, O. The product is C[NH2+]Cc1cc(Cc2c[nH]c(=O)c3cc(Cl)c(Cl)n23)ccc1F, O=C([O-])C(F)(F)F. Reaction SMILES: [CH2:35]1[O:36][CH2:37][CH2:38][CH2:39]1.[CH3:24][OH:25].[CH3:26][NH2:27].[CH3:43][C:44]#[N:45].[Cl:1][c:2]1[c:3]([Cl:23])[cH:4][c:5]2[n:6]1[c:7]([CH2:12][c:13]1[cH:14][cH:15][c:16]([F:22])[c:17]([C:18]([OH:19])=[O:20])[cH:21]1)[cH:8][nH:9][c:10]2=[O:11].[Cl:40][CH2:41][Cl:42].[F:28][C:29]([C:30](=[O:31])[OH:32])([F:33])[F:34].[OH2:46]>>[Cl:1][c:2]1[c:3]([Cl:23])[cH:4][c:5]2[n:6]1[c:7]([CH2:12][c:13]1[cH:14][cH:15][c:16]([F:22])[c:17]([CH2:18][NH2+:27][CH3:26])[cH:21]1)[cH:8][nH:9][c:10]2=[O:11].[F:28][C:29]([C:30](=[O:31])[O-:32])([F:33])[F:34]. Starting materials: CC(C(=O)NC1=CC(=CC=C1)C1CCN(CC1)CCCCC(=O)C1=CC(=CC=C1)[N+](=O)[O-])C (2-methyl-N-(3-{1-[5-(3-nitrophenyl)-5-oxopentyl]-4-piperidinyl}phenyl)propanamide), Cl.C1(=CC=CC2=CC=CC=C12)NN (1-naphthylhydrazine hydrochloride). Yields the product CC(C(=O)NC1=CC(=CC=C1)C1CCN(CC1)CCCC1=C(NC2=C3C(=CC=C12)C=CC=C3)C3=CC(=CC=C3)[N+](=O)[O-])C (2-METHYL-N-[3-(1-{3-[2-(3-NITROPHENYL)-1H-BENZO[G]INDOL-3-YL]PROPYL}-4-PIPERIDINYL)PHENYL]PROPANAMIDE). RXN SMILES: [CH3:1][CH:2]([CH3:33])[C:3]([NH:5][C:6]1[CH:11]=[CH:10][CH:9]=[C:8]([CH:12]2[CH2:17][CH2:16][N:15]([CH2:18][CH2:19][CH2:20][CH2:21][C:22]([C:24]3[CH:29]=[CH:28][CH:27]=[C:26]([N+:30]([O-:32])=[O:31])[CH:25]=3)=O)[CH2:14][CH2:13]2)[CH:7]=1)=[O:4].Cl.[C:35]1([NH:45]N)[C:44]2[C:39](=[CH:40][CH:41]=[CH:42][CH:43]=2)[CH:38]=[CH:37][CH:36]=1>>[CH3:1][CH:2]([CH3:33])[C:3]([NH:5][C:6]1[CH:11]=[CH:10][CH:9]=[C:8]([CH:12]2[CH2:17][CH2:16][N:15]([CH2:18][CH2:19][CH2:20][C:21]3[C:36]4[C:35](=[C:44]5[CH:43]=[CH:42][CH:41]=[CH:40][C:39]5=[CH:38][CH:37]=4)[NH:45][C:22]=3[C:24]3[CH:29]=[CH:28][CH:27]=[C:26]([N+:30]([O-:32])=[O:31])[CH:25]=3)[CH2:14][CH2:13]2)[CH:7]=1)=[O:4] |f:1.2|. Procedure details: Prepared by Procedure E and Scheme M using 2-methyl-N-(3-{1-[5-(3-nitrophenyl)-5-oxopentyl]-4-piperidinyl}phenyl)propanamide and 1-naphthylhydrazine hydrochloride: ESMS m/e: 575.1 (M+H)+. The reactants are CC(C)(C)OC(=O)NC(Cc1ccc(OCc2ccccc2)cn1)C(=O)O, ClCCl, COC(=O)c1ccc(CN)cc1. Product: COC(=O)c1ccc(CNC(=O)C(Cc2ccc(OCc3ccccc3)cn2)NC(=O)OC(C)(C)C)cc1. RXN SMILES: [CH2:13]([c:14]1[cH:15][cH:16][cH:17][cH:18][cH:19]1)[O:20][c:21]1[cH:22][cH:23][c:24]([CH2:27][CH:28]([C:29](=[O:30])[OH:31])[NH:32][C:33](=[O:34])[O:35][C:36]([CH3:37])([CH3:38])[CH3:39])[n:25][cH:26]1.[Cl:40][CH2:41][Cl:42].[NH2:1][CH2:2][c:3]1[cH:4][cH:5][c:6]([C:7](=[O:8])[O:9][CH3:10])[cH:11][cH:12]1>>[NH:1]([CH2:2][c:3]1[cH:4][cH:5][c:6]([C:7](=[O:8])[O:9][CH3:10])[cH:11][cH:12]1)[C:29]([CH:28]([CH2:27][c:24]1[cH:23][cH:22][c:21]([O:20][CH2:13][c:14]2[cH:15][cH:16][cH:17][cH:18][cH:19]2)[cH:26][n:25]1)[NH:32][C:33](=[O:34])[O:35][C:36]([CH3:37])([CH3:38])[CH3:39])=[O:30]. Starting materials: C(C1=CC=CC=C1)(C1=CC=CC=C1)(C1=CC=CC=C1)NC=1SC=C(N1)/C(/C(=O)OCC)=N/OC1C(N(CC1)C)=O (ethyl (Z)-2-(2-tritylaminothiazol-4-yl)-2-[(1-methyl-2-pyrrolidon-3-yl)oxyimino]acetate), [OH-].[Na+] (sodium hydroxide). The solvent is CO (methanol). Yields the product C(C1=CC=CC=C1)(C1=CC=CC=C1)(C1=CC=CC=C1)NC=1SC=C(N1)/C(/C(=O)O)=N/OC1C(N(CC1)C)=O ((Z)-2-(2-tritylaminothiazol-4-yl)-2-[(1-methyl-2-pyrrolidon-3-yl)oxyimino]acetic acid). The yield is 83.9%. As a reaction SMILES: [C:1]([NH:20][C:21]1[S:22][CH:23]=[C:24](/[C:26](=[N:32]/[O:33][CH:34]2[CH2:38][CH2:37][N:36]([CH3:39])[C:35]2=[O:40])/[C:27]([O:29]CC)=[O:28])[N:25]=1)([C:14]1[CH:19]=[CH:18][CH:17]=[CH:16][CH:15]=1)([C:8]1[CH:13]=[CH:12][CH:11]=[CH:10][CH:9]=1)[C:2]1[CH:7]=[CH:6][CH:5]=[CH:4][CH:3]=1.[OH-].[Na+]>CO>[C:1]([NH:20][C:21]1[S:22][CH:23]=[C:24](/[C:26](=[N:32]/[O:33][CH:34]2[CH2:38][CH2:37][N:36]([CH3:39])[C:35]2=[O:40])/[C:27]([OH:29])=[O:28])[N:25]=1)([C:14]1[CH:15]=[CH:16][CH:17]=[CH:18][CH:19]=1)([C:8]1[CH:13]=[CH:12][CH:11]=[CH:10][CH:9]=1)[C:2]1[CH:3]=[CH:4][CH:5]=[CH:6][CH:7]=1 |f:1.2|. Reported procedure: 2.7 g of ethyl (Z)-2-(2-tritylaminothiazol-4-yl)-2-[(1-methyl-2-pyrrolidon-3-yl)oxyimino]acetate are suspended in 27 ml of methanol, and 4.9 ml of 2N sodium hydroxide solution are added thereto. The mixture is refluxed for 20 minutes under heating. After cooling, the mixture is concentrated under reduced pressure to remove methanol. The residue is adjusted to pH 3 with 2N hydrochloric acid and extracted with ethyl acetate. The extract is dried and evaporated under reduced pressure to remove solv...